Dataset: the Open Reaction Database (ORD), a public repository of structured organic reaction records. Task: describe an organic reaction: reactants, conditions, products, and yield Starting materials: CCOC(=O)CC1=NS(=O)(=O)c2cc(OCc3ccccc3)ccc2N1, CCO, [H][H]. The product is CCOC(=O)CC1=NS(=O)(=O)c2cc(O)ccc2N1. Reaction SMILES: [CH2:1]([c:2]1[cH:3][cH:4][cH:5][cH:6][cH:7]1)[O:8][c:9]1[cH:10][c:11]2[c:12]([cH:25][cH:26]1)[NH:13][C:14]([CH2:19][C:20](=[O:21])[O:22][CH2:23][CH3:24])=[N:15][S:16]2(=[O:17])=[O:18].[CH3:29][CH2:30][OH:31].[H:27][H:28]>>[OH:8][c:9]1[cH:10][c:11]2[c:12]([cH:25][cH:26]1)[NH:13][C:14]([CH2:19][C:20](=[O:21])[O:22][CH2:23][CH3:24])=[N:15][S:16]2(=[O:17])=[O:18]. Starting materials: C(C)NC(C1=CC=C(C=C1)C=1N(C(=CC1)C1=CC=CC=C1)CC(NC(N1N=CC=C1)=N)=O)=O (N-ethyl-4-(1-{[(imino-pyrazol-1-yl-methyl)-carbamoyl]-methyl}-5-phenyl-1H-pyrrol-2-yl)-benzamide), NCCCO (3-aminopropanol), C(C)(C)N(CC)C(C)C (diisopropylethylamine). The solvent is C(Cl)Cl (CH2Cl2). The product is C(C)NC(C1=CC=C(C=C1)C=1N(C(=CC1)C1=CC=CC=C1)CC(=O)NC(=NCCCO)N)=O (N-Ethyl-4-(1-{2-[N′-(3-hydroxy-propyl)-guanidino]-2-oxo-ethyl}-5-phenyl-1H-pyrrol-2-yl)-benzamide). Yield: 29.4%. RXN SMILES: [CH2:1]([NH:3][C:4](=[O:33])[C:5]1[CH:10]=[CH:9][C:8]([C:11]2[N:12]([CH2:22][C:23](=[O:32])[NH:24][C:25](=[NH:31])[N:26]3[CH:30]=[CH:29][CH:28]=N3)[C:13]([C:16]3[CH:21]=[CH:20][CH:19]=[CH:18][CH:17]=3)=[CH:14][CH:15]=2)=[CH:7][CH:6]=1)[CH3:2].NCCC[OH:38].C(N(C(C)C)CC)(C)C>C(Cl)Cl>[CH2:1]([NH:3][C:4](=[O:33])[C:5]1[CH:10]=[CH:9][C:8]([C:11]2[N:12]([CH2:22][C:23]([NH:24][C:25]([NH2:31])=[N:26][CH2:30][CH2:29][CH2:28][OH:38])=[O:32])[C:13]([C:16]3[CH:17]=[CH:18][CH:19]=[CH:20][CH:21]=3)=[CH:14][CH:15]=2)=[CH:7][CH:6]=1)[CH3:2]. Reported procedure: To a slurry of ˜0.12 mmol ethyl benzamide from Step 5 in 2 mL CH2Cl2 was added 27 mg (0.36 mmol, 3 equiv.) 3-aminopropanol and 62 μL (0.36 mmol) diisopropylethylamine and the reaction was mixed overnight at room temperature. The reaction was concentrated and the residue was purified by preparative 6HPLC to afford 15.8 mg of the title compound [5LC-MS data (molecular ion and retention time): m/z 448 (M+H); 1.90 min] as an oil. Reaction SMILES: [BH4-:38].[C:41](=[O:42])([OH:43])[O-:44].[CH2:1]([CH:2]([CH3:3])[CH3:4])[O:5][c:6]1[c:7]([C:17]([c:18]2[cH:19][cH:20][c:21]([O:31][CH2:32][CH:33]([CH3:34])[CH3:35])[c:22]([CH2:24][CH2:25][C:26](=[O:27])[O:28][CH2:29][CH3:30])[cH:23]2)=[N:36][OH:37])[cH:8][cH:9][c:10]([O:12][CH2:13][CH:14]([CH3:15])[CH3:16])[cH:11]1.[CH2:57]([Cl:58])[Cl:59].[CH3:46][OH:47].[ClH:40].[Na+:39].[Na+:45].[Ni:54]([Cl:55])[Cl:56].[OH2:48].[OH2:49].[OH2:50].[OH2:51].[OH2:52].[OH2:53].[OH2:60]>>[CH2:1]([CH:2]([CH3:3])[CH3:4])[O:5][c:6]1[c:7]([CH:17]([c:18]2[cH:19][cH:20][c:21]([O:31][CH2:32][CH:33]([CH3:34])[CH3:35])[c:22]([CH2:24][CH2:25][C:26](=[O:27])[O:28][CH2:29][CH3:30])[cH:23]2)[NH2:36])[cH:8][cH:9][c:10]([O:12][CH2:13][CH:14]([CH3:15])[CH3:16])[cH:11]1. Yields the product CCOC(=O)CCc1cc(C(N)c2ccc(OCC(C)C)cc2OCC(C)C)ccc1OCC(C)C. The reactants are [BH4-], O=C([O-])O, CCOC(=O)CCc1cc(C(=NO)c2ccc(OCC(C)C)cc2OCC(C)C)ccc1OCC(C)C, ClCCl, CO, Cl, [Na+], [Na+], Cl[Ni]Cl, O, O, O, O, O, O, O.